The task is: describe an organic reaction: reactants, conditions, products, and yield. This data is from the Open Reaction Database (ORD), a public repository of structured organic reaction records. Starting materials: [OH-].[Na+] (sodium hydroxide), ClC1=C(C(=CC(=C1)[N+](=O)[O-])Cl)OC (2,6-dichloro-4-nitroanisole), O.O.[Sn](Cl)Cl (tin(II) dichloride dihydrate), ice water. Run in C(C)O (ethanol). The product is ClC=1C=C(N)C=C(C1OC)Cl (3,5-Dichloro-4-methoxyaniline). Isolated yield 83.7%. As a reaction SMILES: [Cl:1][C:2]1[CH:7]=[C:6]([N+:8]([O-])=O)[CH:5]=[C:4]([Cl:11])[C:3]=1[O:12][CH3:13].O.O.[Sn](Cl)Cl.[OH-].[Na+]>C(O)C>[Cl:1][C:2]1[CH:7]=[C:6]([CH:5]=[C:4]([Cl:11])[C:3]=1[O:12][CH3:13])[NH2:8] |f:1.2.3,4.5|. Reported procedure: A stirred mixture of 2,6-dichloro-4-nitroanisole (4.6 g, 21 mM) and tin(II) dichloride dihydrate (23.4 g, 104 mM) in ethanol (72 mL) was refluxed for 3 hr. After cooling to room temperature, the reaction mixture was poured into ice water which was then treated with 2N sodium hydroxide until the solution became basic. The resulting mixture was filtered through diatomaceous earth and the filtrate was extracted with ethyl acetate. The combined ethyl acetate extracts were dried (MgSO4), filtered and...